Dataset: the Open Reaction Database (ORD), a public repository of structured organic reaction records. Task: describe an organic reaction: reactants, conditions, products, and yield Starting materials: C(C)OC(=O)C1(CC2=CC=C(C=C2C1)F)NC(C1=C(C(=CC=C1)C)C=C(C)C)=O (5-Fluoro-2-[3-methyl-2-(2-methyl-propenyl)-benzoylamino]-indan-2-carboxylic acid ethyl ester), [OH-].[K+] (KOH), O (water). Solvent: CCO (EtOH). Run at time 3 hour. Yields the product FC=1C=C2CC(CC2=CC1)(C(=O)O)NC(C1=C(C(=CC=C1)C)C=C(C)C)=O (5-Fluoro-2-[3-methyl-2-(2-methyl-propenyl)-benzoylamino]-indan-2-carboxylic acid). Yield: 101.0%. RXN SMILES: C([O:3][C:4]([C:6]1([NH:16][C:17](=[O:29])[C:18]2[CH:23]=[CH:22][CH:21]=[C:20]([CH3:24])[C:19]=2[CH:25]=[C:26]([CH3:28])[CH3:27])[CH2:14][C:13]2[C:8](=[CH:9][CH:10]=[C:11]([F:15])[CH:12]=2)[CH2:7]1)=[O:5])C.[OH-].[K+].O>CCO>[F:15][C:11]1[CH:12]=[C:13]2[C:8](=[CH:9][CH:10]=1)[CH2:7][C:6]([NH:16][C:17](=[O:29])[C:18]1[CH:23]=[CH:22][CH:21]=[C:20]([CH3:24])[C:19]=1[CH:25]=[C:26]([CH3:27])[CH3:28])([C:4]([OH:5])=[O:3])[CH2:14]2 |f:1.2|. Reported procedure: The mixture 5-fluoro-2-[3-methyl-2-(2-methyl-propenyl)-benzoylamino]-indan-2-carboxylic acid ethyl ester (148) (245 mg, 0.62 mmol) and KOH (600 mg, 10.7 mmol) is dissolved in EtOH (10 mL) and water (0.5 mL) under a water bath. The water bath is removed when KOH is completely dissolved and the resulting reaction solution is stirred at RT for 3 h. After concentration in vacuo, the residue is dissolved in water (30 mL) and acidified with conc. HCl until no more precipitate came out of the water. Th... Reactants: ClC=1C=CC2=C(C(=NCC=3N2C(=NN3)C)C3=NC=CC=C3)C1 (8-chloro-methyl-6-(2-pyridyl)-4H-s-triazolo[4,3-a][1,4]benzodiazepine), C=O (paraformaldehyde). The solvent is C=1(C(=CC=CC1)C)C (xylene). Product: ClC=1C=CC2=C(C(=NCC=3N2C(=NN3)CCO)C3=NC=CC=C3)C1 (8-chloro-1-(2-hydroxyethyl)-6-(2-pyridyl)-4H-s-triazolo-[4,3-a][1,4]benzodiazepine). Reaction SMILES: [Cl:1][C:2]1[CH:3]=[CH:4][C:5]2[N:11]3[C:12]([CH3:15])=[N:13][N:14]=[C:10]3[CH2:9][N:8]=[C:7]([C:16]3[CH:21]=[CH:20][CH:19]=[CH:18][N:17]=3)[C:6]=2[CH:22]=1.[CH2:23]=[O:24]>C1(C)C(C)=CC=CC=1>[Cl:1][C:2]1[CH:3]=[CH:4][C:5]2[N:11]3[C:12]([CH2:15][CH2:23][OH:24])=[N:13][N:14]=[C:10]3[CH2:9][N:8]=[C:7]([C:16]3[CH:21]=[CH:20][CH:19]=[CH:18][N:17]=3)[C:6]=2[CH:22]=1. Procedure: In the manner given in Example 1, 8-chloro-methyl-6-(2-pyridyl)-4H-s-triazolo[4,3-a][1,4]benzodiazepine in xylene is heated in an oil bath with repeated additions of portions of paraformaldehyde to give 8-chloro-1-(2-hydroxyethyl)-6-(2-pyridyl)-4H-s-triazolo-[4,3-a][1,4]benzodiazepine. Yields the product [N-]=[N+]=NCC1OC(n2ccc(NC(=O)c3ccccc3)nc2=O)C(O)C1O. As a reaction SMILES: [C:1]([c:2]1[cH:3][cH:4][cH:5][cH:6][cH:7]1)(=[O:8])[NH:9][c:10]1[n:11][c:12](=[O:25])[n:13]([CH:14]2[CH:15]([OH:16])[CH:17]([OH:18])[CH:19]([CH2:20][OH:21])[O:22]2)[cH:23][cH:24]1.[C:49]([Br:50])([Br:51])([Br:52])[Br:53].[CH3:54][CH2:55][O:56][C:57](=[O:58])[CH3:59].[Li+:48].[N-:45]=[N+:46]=[N-:47].[c:26]1([P:27]([c:28]2[cH:29][cH:30][cH:31][cH:32][cH:33]2)[c:34]2[cH:35][cH:36][cH:37][cH:38][cH:39]2)[cH:40][cH:41][cH:42][cH:43][cH:44]1>>[C:1]([c:2]1[cH:3][cH:4][cH:5][cH:6][cH:7]1)(=[O:8])[NH:9][c:10]1[n:11][c:12](=[O:25])[n:13]([CH:14]2[CH:15]([OH:16])[CH:17]([OH:18])[CH:19]([CH2:20][N:45]=[N+:46]=[N-:47])[O:22]2)[cH:23][cH:24]1. The reactants are O=C(Nc1ccn(C2OC(CO)C(O)C2O)c(=O)n1)c1ccccc1, BrC(Br)(Br)Br, CCOC(C)=O, [Li+], [N-]=[N+]=[N-], c1ccc(P(c2ccccc2)c2ccccc2)cc1. The reactants are BrC1=C(C=C(C(=O)OC(C)(C)C)C=C1)C (tert butyl 4-bromo-3-methylbenzoate), C(#N)C1=CC=C(C=C1)B(O)O (4-cyanophenylboronic acid), BrCC1=C(C=CC(=C1)OC)C1=CC=C(C=C1)Cl (2-(Bromomethyl)-4′-chloro-4-methoxy-1,1′-biphenyl). The product is C(#N)C1=CC=C(C=C1)C1=C(C=C(C=C1)C(=O)OC(C)(C)C)C (tert-butyl 4′-cyano-2-methyl-1,1′-biphenyl-4-carboxylate). The yield is 83.8%. As a reaction SMILES: Br[C:2]1[CH:14]=[CH:13][C:5]([C:6]([O:8][C:9]([CH3:12])([CH3:11])[CH3:10])=[O:7])=[CH:4][C:3]=1[CH3:15].[C:16]([C:18]1[CH:23]=[CH:22][C:21](B(O)O)=[CH:20][CH:19]=1)#[N:17].BrCC1C=C(OC)C=CC=1C1C=CC(Cl)=CC=1>>[C:16]([C:18]1[CH:23]=[CH:22][C:21]([C:2]2[CH:14]=[CH:13][C:5]([C:6]([O:8][C:9]([CH3:12])([CH3:11])[CH3:10])=[O:7])=[CH:4][C:3]=2[CH3:15])=[CH:20][CH:19]=1)#[N:17]. Procedure: (Step 1) A solution of tert butyl 4-bromo-3-methylbenzoate (3.3 g, 12.2 mmol) was reacted with 4-cyanophenylboronic acid (2.15 g, 14.6 mmol) according to the procedure described for compound 14. The crude product was purified by column chromatography (silica gel, 3:2 hexanes/methylene dichloride) to afford tert-butyl 4′-cyano-2-methyl-1,1′-biphenyl-4-carboxylate as a white solid (3.0 g, 84% yield). ESI-MS m/e 294.1 (M+1). Starting materials: BrC=1C(N(C=CC1)CCCCCl)=O (3-bromo-1-(4-chlorobutyl)-2(1H)-pyridinone), C1(=CC=CC=C1)P(C1=CC=CC=C1)C1=CC=CC=C1 (triphenylphosphine), FC1=CC=C(C=N1)B(O)O ((6-fluoro-3-pyridinyl)boronic acid), C(=O)([O-])[O-].[K+].[K+] (K2CO3). The reagents and catalysts are C(C)(=O)[O-].[Pd+2].C(C)(=O)[O-] (palladium(II)acetate). Run in O1CCOCC1 (dioxane). The product is ClCCCCN1C(C(=CC=C1)C=1C(=NC=CC1)F)=O (1-(4-chlorobutyl)-2′-fluoro-3,3′-bipyridin-2(1H)-one). The yield is 79.0%. RXN SMILES: Br[C:2]1[C:3](=[O:13])[N:4]([CH2:8][CH2:9][CH2:10][CH2:11][Cl:12])[CH:5]=[CH:6][CH:7]=1.[F:14][C:15]1[N:20]=[CH:19][C:18](B(O)O)=[CH:17][CH:16]=1.C([O-])([O-])=O.[K+].[K+].C1(P(C2C=CC=CC=2)C2C=CC=CC=2)C=CC=CC=1>O1CCOCC1.C([O-])(=O)C.[Pd+2].C([O-])(=O)C>[Cl:12][CH2:11][CH2:10][CH2:9][CH2:8][N:4]1[CH:5]=[CH:6][CH:7]=[C:2]([C:16]2[C:15]([F:14])=[N:20][CH:19]=[CH:18][CH:17]=2)[C:3]1=[O:13] |f:2.3.4,7.8.9|. Reported procedure: The title compound was prepared in 79% yield using a similar procedure as set out earlier in Prep8 starting from 3-bromo-1-(4-chlorobutyl)-2(1H)-pyridinone (Prep7) (400 mg, 1.51 mmol), (6-fluoro-3-pyridinyl)boronic acid (commercial Alfa Aesar) (426 mg, 3.02 mmol), K2CO3 (627 mg, 4.54 mmol), triphenylphosphine (200 mg, 0.75 mmol) and palladium(II)acetate (68 mg, 0.30 mmol) dissolved in dioxane (5 ml).